The task is: describe an organic reaction: reactants, conditions, products, and yield. This data is from the Open Reaction Database (ORD), a public repository of structured organic reaction records. Yields the product CC(C)c1c(C(=O)NCc2ccc(F)c(F)c2)c2ccc(N)cc2n1Cc1ccccc1. Starting materials: CC(C)c1c(C(=O)NCc2ccc(F)c(F)c2)c2ccc([N+](=O)[O-])cc2n1Cc1ccccc1, CCOC(C)=O, [H][H]. RXN SMILES: [CH2:1]([c:2]1[cH:3][cH:4][cH:5][cH:6][cH:7]1)[n:8]1[c:9]([CH:32]([CH3:33])[CH3:34])[c:10]([C:20](=[O:21])[NH:22][CH2:23][c:24]2[cH:25][c:26]([F:31])[c:27]([F:30])[cH:28][cH:29]2)[c:11]2[cH:12][cH:13][c:14]([N+:17]([O-:18])=[O:19])[cH:15][c:16]12.[CH3:37][CH2:38][O:39][C:40]([CH3:41])=[O:42].[H:35][H:36]>>[CH2:1]([c:2]1[cH:3][cH:4][cH:5][cH:6][cH:7]1)[n:8]1[c:9]([CH:32]([CH3:33])[CH3:34])[c:10]([C:20](=[O:21])[NH:22][CH2:23][c:24]2[cH:25][c:26]([F:31])[c:27]([F:30])[cH:28][cH:29]2)[c:11]2[cH:12][cH:13][c:14]([NH2:17])[cH:15][c:16]12. Starting materials: CCO, [Na+], [OH-], CC(=O)c1cc(C)ccc1O, CCOS(=O)(=O)OCC. The product is CCOc1ccc(C)cc1C(C)=O. RXN SMILES: [CH3:23][CH2:24][OH:25].[Na+:13].[OH-:12].[OH:1][c:2]1[c:3]([C:9]([CH3:10])=[O:11])[cH:4][c:5]([CH3:8])[cH:6][cH:7]1.[S:14]([O:15][CH2:16][CH3:17])([O:20][CH2:18][CH3:19])(=[O:21])=[O:22]>>[O:1]([c:2]1[c:3]([C:9]([CH3:10])=[O:11])[cH:4][c:5]([CH3:8])[cH:6][cH:7]1)[CH2:18][CH3:19]. The reactants are CC1=CNC2=CC=C(C=C12)Br (3-methyl-5-bromoindole), C(C)OC(C=C(C1=CC=CC=C1)C1=C2C(=CNC2=CC=C1)C#N)=O (3-(3-cyano-1H-Indol-4-yl)-3-phenyl-acrylic acid ethyl ester). The product is C(C)OC(C=C(C1=CC=CC=C1)C=1C=C2C(=CNC2=CC1)C)=O (3-(3-Methyl-1H-indol-5-yl)-3-phenyl-acrylic acid ethyl ester). The yield is 90.0%. Reaction SMILES: [CH3:1][C:2]1[C:10]2[C:5](=[CH:6][CH:7]=[C:8](Br)[CH:9]=2)[NH:4][CH:3]=1.[CH2:12]([O:14][C:15](=[O:35])[CH:16]=[C:17](C1C=CC=C2C=1C(C#N)=CN2)[C:18]1[CH:23]=[CH:22][CH:21]=[CH:20][CH:19]=1)[CH3:13]>>[CH2:12]([O:14][C:15](=[O:35])[CH:16]=[C:17]([C:8]1[CH:9]=[C:10]2[C:5](=[CH:6][CH:7]=1)[NH:4][CH:3]=[C:2]2[CH3:1])[C:18]1[CH:23]=[CH:22][CH:21]=[CH:20][CH:19]=1)[CH3:13]. Reported procedure: 3-(3-Methyl-1H-indol-5-yl)-3-phenyl-acrylic acid ethyl ester LXXI (656 mg, 90% yield) was prepared from 3-methyl-5-bromoindole using the procedure described above for 3-(3-cyano-1H-Indol-4-yl)-3-phenyl-acrylic acid ethyl ester LVIII (see Example 14). Reactants: CC(C)(C)[Si](OCC(C(CC=C)O)O)(C1=CC=CC=C1)C1=CC=CC=C1 (1-[[(1,1-dimethylethyl)diphenylsilyl]oxy]-5-hexene-2,3-diol), C([O-])(O)=O.[Na+] (sodium bicarbonate), II (iodine). The solvent is C(C)OCC.O (diethyl ether water). Conditions: time 24 hour. Yields the product CC(C)(C)[Si](OC[C@@H]1[C@H](O)C[C@H](O1)CI)(C1=CC=CC=C1)C1=CC=CC=C1 (2,5-Anhydro-4,6-dideoxy-1-O-[(1,1-dimethylethyl)diphenylsilyl]-6-iodo-D-arabino-hexitol). Yield: 76.3%. Reaction SMILES: [CH3:1][C:2]([Si:5]([C:21]1[CH:26]=[CH:25][CH:24]=[CH:23][CH:22]=1)([C:15]1[CH:20]=[CH:19][CH:18]=[CH:17][CH:16]=1)[O:6][CH2:7][CH:8]([OH:14])[CH:9]([OH:13])[CH2:10][CH:11]=[CH2:12])([CH3:4])[CH3:3].C(=O)(O)[O-].[Na+].[I:32]I>C(OCC)C.O>[CH3:4][C:2]([Si:5]([C:21]1[CH:26]=[CH:25][CH:24]=[CH:23][CH:22]=1)([C:15]1[CH:20]=[CH:19][CH:18]=[CH:17][CH:16]=1)[O:6][CH2:7][C@H:8]1[O:14][C@H:11]([CH2:12][I:32])[CH2:10][C@H:9]1[OH:13])([CH3:1])[CH3:3] |f:1.2,4.5|. Procedure: A 0° C. solution of 14.67 g of product from Example 274 in 200 ml of 3:1 diethyl ether/water is treated with 4.99 g of sodium bicarbonate and 15.07 g of iodine. The reaction minute is stirred vigorously for 24 hours at room temperature, quenched with 15 ml of saturated sodium sulfite, and diluted with 100 ml of water. the reaction minute is extracted with diethyl ether, dried, concentrated in vacuo, and purified by chromatography (silica gel: 0-10% ethyl acetate/hexane) to give 15.0 g of the des... Reactants: NC1=C(OC2=NC(=C(C=C21)C2=CC=C(C=C2)Cl)C2=C(C=C(C=C2)Cl)Cl)C(=O)C=2C=NC=CC2 ([3-Amino-5-(4-chlorophenyl)-6-(2,4-dichlorophenyl)furo[2,3-b]pyridin-2-yl](pyridin-3-yl)methanone), [H-].[Na+] (sodium hydride), CN(C)C=O (DMF), IC (iodomethane). Reaction conditions: temperature 0 celsius, time 20 minute. Product: ClC1=CC=C(C=C1)C=1C=C2C(=NC1C1=C(C=C(C=C1)Cl)Cl)OC(=C2N(C)C)C(=O)C=2C=NC=CC2 ([5-(4-Chlorophenyl)-6-(2,4-dichlorophenyl)-3-(dimethylamino)furo[2,3-b]pyridin-2-yl](pyridin-3-yl)methanone). As a reaction SMILES: NC1[C:10]2[C:5](=[N:6][C:7]([C:18]3[CH:23]=[CH:22][C:21]([Cl:24])=[CH:20][C:19]=3[Cl:25])=[C:8]([C:11]3[CH:16]=[CH:15][C:14]([Cl:17])=[CH:13][CH:12]=3)[CH:9]=2)[O:4][C:3]=1[C:26]([C:28]1[CH:29]=[N:30][CH:31]=[CH:32][CH:33]=1)=[O:27].[H-].[Na+].IC.[CH3:38][N:39]([CH:41]=O)[CH3:40]>>[Cl:17][C:14]1[CH:13]=[CH:12][C:11]([C:8]2[CH:9]=[C:10]3[C:41]([N:39]([CH3:38])[CH3:40])=[C:3]([C:26]([C:28]4[CH:29]=[N:30][CH:31]=[CH:32][CH:33]=4)=[O:27])[O:4][C:5]3=[N:6][C:7]=2[C:18]2[CH:23]=[CH:22][C:21]([Cl:24])=[CH:20][C:19]=2[Cl:25])=[CH:16][CH:15]=1 |f:1.2|. Procedure details: A solution of 0.050 g (0.101 mmol) of the product from Example 26 in DMF (1 mL) at 0° C. was treated with sodium hydride (0.008 g; 60% dispersion; 0.213 mmol). After the addition, the reaction mixture was stirred for 20 minutes at 0° C., and then treated with iodomethane (19 μL; 0.303 mmol). The reaction was warmed to room temperature and stirred for 1 h. The reaction was quenched with saturated NaHCO3 solution. The reaction mixture was partitioned between ethyl acetate and saturated NaHCO3 solu... Reactants: 10, NC1=CC=C(C=2C(C3=CC=CC=C3C(C12)=O)=O)N (1,4-diaminoanthraquinone), CS(=O)C (dimethylsulfoxide), [C-]#N.[Na+] (sodium cyanide), [Cl-].[NH4+] (ammonium chloride), CO (methanol). Conditions: time 3 hour. Yields the product NC1=C(C(=C(C=2C(C3=CC=CC=C3C(C12)=O)=O)N)C#N)C#N (1,4-diaminoanthraquinone-2,3-dinitrile). As a reaction SMILES: [NH2:1][C:2]1[C:15]2[C:14](=[O:16])[C:13]3[C:8](=[CH:9][CH:10]=[CH:11][CH:12]=3)[C:7](=[O:17])[C:6]=2[C:5]([NH2:18])=[CH:4][CH:3]=1.CS(C)=O.[C-:23]#[N:24].[Na+].[Cl-].[NH4+:27].[CH3:28]O>>[NH2:1][C:2]1[C:15]2[C:14](=[O:16])[C:13]3[C:8](=[CH:9][CH:10]=[CH:11][CH:12]=3)[C:7](=[O:17])[C:6]=2[C:5]([NH2:18])=[C:4]([C:23]#[N:24])[C:3]=1[C:28]#[N:27] |f:2.3,4.5|. Procedure: A suspension of 10 parts of 1,4-diaminoanthraquinone in 90 parts of dimethylsulfoxide is heated to 120° to 125° C., 12.5 parts of sodium cyanide is added all at once and then 5 parts of ammonium chloride is added within 15 minutes under an effective fume hood. The whole is stirred for another 3 hours at 120° to 125° C., whereupon one makes sure by a chromatogram that practically all of the starting material has been used up. The reaction mixture is allowed to cool and is diluted with 300 parts b... The reactants are C1(CC(CCC1)=O)=O (1,3-cyclohexanedione), C([O-])([O-])=O.[K+].[K+] (potassium carbonate), C1(CCCCC1)N=C=NC1CCCCC1 (N,N'-dicyclohexylcarbodiimide), CS(=O)(=O)C1=C(C(=C(C(=O)O)C=C1)C)COC (4-methanesulfonyl-3-methoxymethyl-2-methylbenzoic acid). Procedure: 1.3 g of potassium carbonate and 3.0 g of N,N'-dicyclohexylcarbodiimide were added to a solution mixture comprising 2.0 g of 4-methanesulfonyl-3-methoxymethyl-2-methylbenzoic acid, 0.9 g of 1,3-cyclohexanedione and 100 ml of t-amyl alcohol. The mixture was stirred at 80° C. for 11 hours. It was concentrated under reduced pressure, and then an aqueous potassium carbonate solution was added. Then, insoluble substances were removed by filtration. The filtrate was washed with chloroform, then acidif... Yield: 7.3%. Run in C(C)(C)(CC)O (t-amyl alcohol). The product is CS(=O)(=O)C1=C(C(=C(C(=O)C2C(CCCC2=O)=O)C=C1)C)COC (2-(4-methanesulfonyl-3-methoxymethyl-2-methylbenzoyl)cyclohexane-1,3-dione). Reaction SMILES: C(=O)([O-])[O-].[K+].[K+].C1(N=C=NC2CCCCC2)CCCCC1.[CH3:22][S:23]([C:26]1[CH:34]=[CH:33][C:29]([C:30]([OH:32])=O)=[C:28]([CH3:35])[C:27]=1[CH2:36][O:37][CH3:38])(=[O:25])=[O:24].[C:39]1(=[O:46])[CH2:44][CH2:43][CH2:42][C:41](=[O:45])[CH2:40]1>C(O)(CC)(C)C>[CH3:22][S:23]([C:26]1[CH:34]=[CH:33][C:29]([C:30]([CH:40]2[C:41](=[O:45])[CH2:42][CH2:43][CH2:44][C:39]2=[O:46])=[O:32])=[C:28]([CH3:35])[C:27]=1[CH2:36][O:37][CH3:38])(=[O:24])=[O:25] |f:0.1.2|. Conditions: temperature 80 celsius, time 11 hour. The solvent is CO (MeOH), O (H2O). Reaction conditions: time 8 hour. Procedure details: To a solution of N1-ethyl-4-fluoro-benzene-1,2-diamine (1.54 g, 10.0 mmol) in MeOH (20 mL) and H2O (20 mL) was added cyanogen bromide (2.1 mL, 10.5 mmol, 5.0 M in acetonitrile). The resulting mixture was stirred at room temperature overnight. The resulting mixture was then adjusted to pH>9 with concentrated NH4OH and the resulting solid was collected by filtration, washed with H2O and hexanes to yield 1-ethyl-5-fluoro-1H-benzimidazol-2-ylamine MS 180 (M+1)+. Yields the product C(C)N1C(=NC2=C1C=CC(=C2)F)N (1-ethyl-5-fluoro-1H-benzimidazol-2-ylamine). Reactants: C(C)NC=1C(=CC(=CC1)F)N (N1-ethyl-4-fluoro-benzene-1,2-diamine), N#CBr (cyanogen bromide), [NH4+].[OH-] (NH4OH). Reaction SMILES: [CH2:1]([NH:3][C:4]1[C:5]([NH2:11])=[CH:6][C:7]([F:10])=[CH:8][CH:9]=1)[CH3:2].[N:12]#[C:13]Br.[NH4+].[OH-]>CO.O>[CH2:1]([N:3]1[C:4]2[CH:9]=[CH:8][C:7]([F:10])=[CH:6][C:5]=2[N:11]=[C:13]1[NH2:12])[CH3:2] |f:2.3|. Starting materials: ClC1=CC=C(S1)C(=O)O (5-chloro-thiophene-2-carboxylic acid), C(C)(C)N1CCC(CC1)NS(=O)(=O)CCCN (3-amino-propane-1-sulfonic acid (1-isopropyl-piperidin-4-yl)-amide). Yields the product C(C)(C)N1CCC(CC1)NS(=O)(=O)CCCNC(=O)C=1SC(=CC1)Cl (5-chloro-thiophene-2-carboxylic acid [3-(1-isopropyl-piperidin-4-ylsulfamoyl)-propyl]-amide). RXN SMILES: [Cl:1][C:2]1[S:6][C:5]([C:7]([OH:9])=O)=[CH:4][CH:3]=1.[CH:10]([N:13]1[CH2:18][CH2:17][CH:16]([NH:19][S:20]([CH2:23][CH2:24][CH2:25][NH2:26])(=[O:22])=[O:21])[CH2:15][CH2:14]1)([CH3:12])[CH3:11]>>[CH:10]([N:13]1[CH2:18][CH2:17][CH:16]([NH:19][S:20]([CH2:23][CH2:24][CH2:25][NH:26][C:7]([C:5]2[S:6][C:2]([Cl:1])=[CH:3][CH:4]=2)=[O:9])(=[O:21])=[O:22])[CH2:15][CH2:14]1)([CH3:12])[CH3:11]. Procedure details: 5-Chloro-thiophene-2-carboxylic acid [3-(1-isopropyl-piperidin-4-ylsulfamoyl)-propyl]-amide was prepared by an analogous procedure as described in example 5 iii) starting from 120 mg (1 equiv.) 5-chloro-thiophene-2-carboxylic acid and 195 mg (0.74 mmol) 3-amino-propane-1-sulfonic acid (1-isopropyl-piperidin-4-yl)-amide. Final purification by preparative RP-HPLC (CH3CN/H2O gradient+0.1% TFA) gave pure 5-chloro-thiophene-2-carboxylic acid [3-(1-isopropyl-piperidin-4-ylsulfamoyl)-propyl]-amide. The...